The task is: describe an organic reaction: reactants, conditions, products, and yield. This data is from the Open Reaction Database (ORD), a public repository of structured organic reaction records. The product is N(=[N+]=[N-])CC=1C=C(C=CC1O)C(C(=O)NC1C2SC(C(N2C1=O)C(=O)O)(C)C)O (6-[[[3-(Azidomethyl)-4-hydroxyphenyl]hydroxyacetyl]amino]-3,3-dimethyl-7-oxo-4-thia-1-azabicyclo[3.2.0]heptane-2-carboxylic acid). Solvent: O (water), O1CCCC1 (tetrahydrofuran), O1CCCC1 (THF), C(C)N(CC)CC (triethylamine), O (water), C(C)N(CC)CC (triethylamine). Reactants: C([O-])(O)=O.[Na+] (sodium bicarbonate), OC(C(=O)O)C1=CC(=C(C=C1)O)CN=[N+]=[N-] (α-Hydroxy-3-(azidomethyl)-4-hydroxybenzeneacetic acid), NC1C2SC(C(N2C1=O)C(=O)O)(C)C (6-amino-3,3-dimethyl-7-oxo-4-thia-1-azabicyclo [3.2.0]heptane-2-carboxylic acid), C[Si](C)(C)C(C(=O)N)[Si](C)(C)C (bistrimethylsilylacetamide), C(C(C)C)OC(=O)Cl (isobutylchloroformate). Procedure: α-Hydroxy-3-(azidomethyl)-4-hydroxybenzeneacetic acid (30 mmole) is dissolved in tetrahydrofuran (THF). To this solution is added (45 mmole) bistrimethylsilylacetamide and (30 mmole) triethylamine. The mixture is refluxed for 2 hours after which the reaction mixture is cooled to about -10° C. and 30 mmole of isobutylchloroformate is added dropwise. After 30 mixtures at -10° C., 30 mmole of 6-amino-3,3-dimethyl-7-oxo-4-thia-1-azabicyclo [3.2.0]heptane-2-carboxylic acid in 50 ml of THF-20 ml of wa... As a reaction SMILES: [OH:1][CH:2]([C:6]1[CH:11]=[CH:10][C:9]([OH:12])=[C:8]([CH2:13][N:14]=[N+:15]=[N-:16])[CH:7]=1)[C:3]([OH:5])=O.C[Si](C([Si](C)(C)C)C(N)=O)(C)C.C(OC(Cl)=O)C(C)C.[NH2:37][CH:38]1[C:44](=[O:45])[N:43]2[CH:39]1[S:40][C:41]([CH3:50])([CH3:49])[CH:42]2[C:46]([OH:48])=[O:47].C(=O)(O)[O-].[Na+]>O1CCCC1.O.C(N(CC)CC)C>[N:14]([CH2:13][C:8]1[CH:7]=[C:6]([CH:2]([OH:1])[C:3]([NH:37][CH:38]2[C:44](=[O:45])[N:43]3[CH:39]2[S:40][C:41]([CH3:50])([CH3:49])[CH:42]3[C:46]([OH:48])=[O:47])=[O:5])[CH:11]=[CH:10][C:9]=1[OH:12])=[N+:15]=[N-:16] |f:4.5|. Run at temperature -10 celsius. Starting materials: CC(=O)[O-], CC(=O)O, COc1cc(=O)c2ccc(Cl)cc2[nH]c1=O, ClI, [Na+]. Yields the product COc1c(I)c(=O)c2ccc(Cl)cc2[nH]c1=O. As a reaction SMILES: [CH3:18][C:19](=[O:20])[O-:21].[CH3:24][C:25](=[O:26])[OH:27].[Cl:1][c:2]1[cH:3][cH:4][c:5]2[c:6]([nH:7][c:8](=[O:15])[c:9]([O:13][CH3:14])[cH:10][c:11]2=[O:12])[cH:16]1.[I:22][Cl:23].[Na+:17]>>[Cl:1][c:2]1[cH:3][cH:4][c:5]2[c:6]([nH:7][c:8](=[O:15])[c:9]([O:13][CH3:14])[c:10]([I:22])[c:11]2=[O:12])[cH:16]1.